This data is from the Open Reaction Database (ORD), a public repository of structured organic reaction records. The task is: describe an organic reaction: reactants, conditions, products, and yield Starting materials: COc1ccc(CCl)cc1, O=C1Nc2ccc(F)cc2C1=O, [H-], [Na+], CN(C)C=O. Product: COc1ccc(CN2C(=O)C(=O)c3cc(F)ccc32)cc1. Reaction SMILES: [CH3:15][O:16][c:17]1[cH:18][cH:19][c:20]([CH2:21][Cl:22])[cH:23][cH:24]1.[F:1][c:2]1[cH:3][c:4]2[c:8]([cH:9][cH:10]1)[NH:7][C:6](=[O:11])[C:5]2=[O:12].[H-:13].[Na+:14].[O:25]=[CH:26][N:27]([CH3:28])[CH3:29]>>[F:1][c:2]1[cH:3][c:4]2[c:8]([cH:9][cH:10]1)[N:7]([CH2:21][c:20]1[cH:19][cH:18][c:17]([O:16][CH3:15])[cH:24][cH:23]1)[C:6](=[O:11])[C:5]2=[O:12]. Starting materials: ClC=1C=C(CC=2NC(C(=C(N2)SC)C#N)=O)C=CC1Cl (2-(3,4-dichlorobenzyl)-4-(methylsulphanyl)-6-oxo-1,6-dihydropyrimidine-5-carbonitrile), N1CCCCC1 (piperidine). Product: ClC=1C=C(CC=2NC(C(=C(N2)N2CCCCC2)C#N)=O)C=CC1Cl (2-(3,4-Dichlorobenzyl)-6-oxo-4-(1-piperidinyl)-1,6-dihydropyrimidine-5-carbonitrile). Reaction SMILES: [Cl:1][C:2]1[CH:3]=[C:4]([CH:17]=[CH:18][C:19]=1[Cl:20])[CH2:5][C:6]1[NH:7][C:8](=[O:16])[C:9]([C:14]#[N:15])=[C:10](SC)[N:11]=1.[NH:21]1[CH2:26][CH2:25][CH2:24][CH2:23][CH2:22]1>>[Cl:1][C:2]1[CH:3]=[C:4]([CH:17]=[CH:18][C:19]=1[Cl:20])[CH2:5][C:6]1[NH:7][C:8](=[O:16])[C:9]([C:14]#[N:15])=[C:10]([N:21]2[CH2:26][CH2:25][CH2:24][CH2:23][CH2:22]2)[N:11]=1. Reported procedure: 100 mg (0.34 mmol) of 2-(3,4-dichlorobenzyl)-4-(methylsulphanyl)-6-oxo-1,6-dihydropyrimidine-5-carbonitrile are stirred with 261 mg (3.07 mmol) of piperidine at 85° C. for 16 h. After removal of the volatile constituents in vacuo, the residue is purified by preparative HPLC. 42 mg (38% of theory) of the title compound are obtained.